Dataset: the Open Reaction Database (ORD), a public repository of structured organic reaction records. Task: describe an organic reaction: reactants, conditions, products, and yield The reactants are C[O-], OCCOc1ccc(Cl)nc1, [Na+], C1COCCO1. Yields the product COc1ccc(OCCO)cn1. RXN SMILES: [CH3:12][O-:13].[Cl:1][c:2]1[cH:3][cH:4][c:5]([O:8][CH2:9][CH2:10][OH:11])[cH:6][n:7]1.[Na+:14].[O:15]1[CH2:16][CH2:17][O:18][CH2:19][CH2:20]1>>[c:2]1([O:13][CH3:12])[cH:3][cH:4][c:5]([O:8][CH2:9][CH2:10][OH:11])[cH:6][n:7]1. The reactants are C1(CCCC1)C[C@H](CN(C=O)OCC1=CC=CC=C1)C(=O)NNC1=NC(=NC(=C1F)N(CCC1=CC=NC=C1)C)C ({(2R)-2-(Cyclopentylmethyl)-3-[2-(5-fluoro-2-methyl-6-{methyl[2-(4-pyridinyl)ethyl]amino}-4-pyrimidinyl)hydrazino]-3-oxopropyl}[(phenylmethyl)oxy]formamide). The reagents and catalysts are [Pd].[C] (Pd carbon). The solvent is CO (MeOH). Reaction conditions: time 5 hour. Yields the product C1(CCCC1)C[C@H](CN(C=O)O)C(=O)NNC1=NC(=NC(=C1F)N(CCC1=CC=NC=C1)C)C ({(2R)-2-(cyclopentylmethyl)-3-[2-(5-fluoro-2-methyl-6-{methyl[2-(4-pyridinyl)ethyl]amino}-4-pyrimidinyl)hydrazino]-3-oxopropyl}hydroxyformamide). Yield: 95.2%. Reaction SMILES: [CH:1]1([CH2:6][C@@H:7]([C:20]([NH:22][NH:23][C:24]2[C:29]([F:30])=[C:28]([N:31]([CH3:40])[CH2:32][CH2:33][C:34]3[CH:39]=[CH:38][N:37]=[CH:36][CH:35]=3)[N:27]=[C:26]([CH3:41])[N:25]=2)=[O:21])[CH2:8][N:9]([O:12]CC2C=CC=CC=2)[CH:10]=[O:11])[CH2:5][CH2:4][CH2:3][CH2:2]1>CO.[Pd].[C]>[CH:1]1([CH2:6][C@@H:7]([C:20]([NH:22][NH:23][C:24]2[C:29]([F:30])=[C:28]([N:31]([CH3:40])[CH2:32][CH2:33][C:34]3[CH:39]=[CH:38][N:37]=[CH:36][CH:35]=3)[N:27]=[C:26]([CH3:41])[N:25]=2)=[O:21])[CH2:8][N:9]([OH:12])[CH:10]=[O:11])[CH2:5][CH2:4][CH2:3][CH2:2]1 |f:2.3|. Reported procedure: {(2R)-2-(Cyclopentylmethyl)-3-[2-(5-fluoro-2-methyl-6-{methyl[2-(4-pyridinyl)ethyl]amino}-4-pyrimidinyl)hydrazino]-3-oxopropyl}[(phenylmethyl)oxy]formamide (290 mg, 0.51 mmol) was dissolved in 10 mL of MeOH. 10% Pd/carbon (60 mg) was added, and the contents were stirred under a hydrogen balloon for approximately 5 h. The contents were then filtered to remove the catalyst, and the filtrate was concentrated in vacuo to provide {(2R)-2-(cyclopentylmethyl)-3-[2-(5-fluoro-2-methyl-6-{methyl[2-(4-pyri... Reactants: O (Water), Cl.ClCN1N=C(C=C1)C=O (1-chloromethyl-3-formylpyrazole hydrochloride), FC(CCC(C#N)C#N)(F)F ((3,3,3-trifluoropropyl) malononitrile), C([O-])([O-])=O.[K+].[K+] (potassium carbonate). The solvent is CN(C=O)C (N,N-dimethylformamide). Yields the product C(=O)C1=NN(C=C1)CC(C#N)(C#N)CCC(F)(F)F ([(3-formyl-1H-pyrazole-1-yl)methyl](3,3,3-trifluoropropyl) malononitrile). Yield: 2.1%. As a reaction SMILES: Cl.Cl[CH2:3][N:4]1[CH:8]=[CH:7][C:6]([CH:9]=[O:10])=[N:5]1.[F:11][C:12]([F:21])([F:20])[CH2:13][CH2:14][CH:15]([C:18]#[N:19])[C:16]#[N:17].C(=O)([O-])[O-].[K+].[K+].O>CN(C)C=O>[CH:9]([C:6]1[CH:7]=[CH:8][N:4]([CH2:3][C:15]([CH2:14][CH2:13][C:12]([F:11])([F:20])[F:21])([C:16]#[N:17])[C:18]#[N:19])[N:5]=1)=[O:10] |f:0.1,3.4.5|. Procedure: 1.57 g of 1-chloromethyl-3-formylpyrazole hydrochloride and 1.52 g of (3,3,3-trifluoropropyl) malononitrile were dissolved in 30 ml of N,N-dimethylformamide. 2.76 g of potassium carbonate was added to the solution under ice cooling with stirring, followed by stirring at room temperature for 5 hours. Water was added to the reaction mixture, and then extracted with MTBE. The organic layer was washed with water, dried over anhydrous magnesium sulfate, filtered, and concentrated under reduced pressu... Starting materials: [Cl-] (chloride), [Sb](F)(F)F (antimony trifluoride), C1(=CC=CC=C1)N(C(=O)Cl)C1=CC=CC=C1 (Diphenylcarbamyl Chloride), C (charcoal). Solvent: C=1(C(=CC=CC1)C)C (xylene), CO (Methanol). Yields the product C1(=CC=CC=C1)N(C(=O)F)C1=CC=CC=C1 (Diphenylcarbamyl Fluoride). As a reaction SMILES: [C:1]1([N:7]([C:11]2[CH:16]=[CH:15][CH:14]=[CH:13][CH:12]=2)[C:8](Cl)=[O:9])[CH:6]=[CH:5][CH:4]=[CH:3][CH:2]=1.[Cl-].[Sb](F)(F)[F:19].C>C1(C)C(C)=CC=CC=1.CO>[C:1]1([N:7]([C:11]2[CH:16]=[CH:15][CH:14]=[CH:13][CH:12]=2)[C:8]([F:19])=[O:9])[CH:6]=[CH:5][CH:4]=[CH:3][CH:2]=1. Reported procedure: DPFC was prepared according to a published method of Metzger and Wilson (Biochem., 1964, Vol. 3, pp 926-931). Diphenylcarbamyl Chloride was obtained from Aldrich Chemical Co. Inc., Milwaukee, Wis., USA. DFPC was prepared from the chloride by reaction with 50% excess antimony trifluoride in hot xylene for one hour. The mixture was cooled to room temperature. Antimony halides were then precipitated with ether and the solution decolorized with charcoal, filtered and evaporated to dryness. The solid...